Task: describe an organic reaction: reactants, conditions, products, and yield. Dataset: the Open Reaction Database (ORD), a public repository of structured organic reaction records Reactants: [Si](C)(C)(C(C)(C)C)OCC=1NC2=C(C=NC=C2)N1 (2-t-butyldimethylsilyloxymethyl-1H-imidazo[4,5-c]pyridine), [H-].[Na+] (sodium hydride), CI (methyl iodide). The solvent is CN(C=O)C (dimethylformamide). Yields the product [Si](C)(C)(C(C)(C)C)OCC=1N(C2=C(C=NC=C2)N1)C (2-t-Butyldimethylsilyloxymethyl-1-methyl-1H-imidazo-[4,5-c]pyridine). Reaction SMILES: [Si:1]([O:8][CH2:9][C:10]1[NH:11][C:12]2[CH:17]=[CH:16][N:15]=[CH:14][C:13]=2[N:18]=1)([C:4]([CH3:7])([CH3:6])[CH3:5])([CH3:3])[CH3:2].[H-].[Na+].[CH3:21]I>CN(C)C=O>[Si:1]([O:8][CH2:9][C:10]1[N:11]([CH3:21])[C:12]2[CH:17]=[CH:16][N:15]=[CH:14][C:13]=2[N:18]=1)([C:4]([CH3:7])([CH3:5])[CH3:6])([CH3:2])[CH3:3] |f:1.2|. Procedure: A procedure similar to that described in Preparation 59 was repeated, except that 7.4 g of 2-t-butyldimethylsilyloxymethyl-1H-imidazo[4,5-c]pyridine (prepared as described in Preparation 71), 1.23 g of sodium hydride (as a 55% by weight dispersion in mineral oil), 2.0 ml of methyl iodide and 200 ml of dimethylformamide were used, to give the title compound as a crude product. This crude product was purified by column chromatography through silica gel, using a 10:1 by volume mixture of ethyl acet...